From a dataset of the Open Reaction Database (ORD), a public repository of structured organic reaction records. describe an organic reaction: reactants, conditions, products, and yield Reactants: Schiff's base, C(C)OC1=NC(=NC(=C1)OCC)C1=CC=C(C=C1)C=O (4,6-diethoxy-2-(p-formylphenyl)-pyrimidine), ClC1=CC=C(N)C=C1 (p-chloroaniline), CC=1C=CC2=C(N=C(O2)C2=CC=C(C=C2)C)C1 (5-methyl-2-(p-tolyl)-benzoxazole), [OH-].[K+] (potassium hydroxide). Isolated yield 55.3%. Yields the product CC=1C=CC2=C(N=C(O2)C2=CC=C(C=CC3=CC=C(C=C3)C3=NC(=CC(=N3)OCC)OCC)C=C2)C1 (2-[4'-(5-methyl-benzoxazol-2-yl)-stilben-4-yl]-4,6-diethoxy-pyrimidine). The solvent is O (water), CO (methanol), CN(C=O)C (dimethylformamide). Procedure: 3.82 g of the Schiff's base of the formula ##STR77## which is obtained from 4,6-diethoxy-2-(p-formylphenyl)-pyrimidine and p-chloroaniline and has a melting point of 129.5°-130° C., 2.23 g of 5-methyl-2-(p-tolyl)-benzoxazole of the formula ##STR78## and 3.75 g of potassium hydroxide powder with a water content of about 10% are stirred in 80 ml of dimethylformamide under nitrogen. The reaction mixture is warmed to 60° C. in the course of 15 minutes and is stirred for a further one hour at 60°-65°... Run at temperature 60 celsius, time 1 hour. Reaction SMILES: [CH2:1]([O:3][C:4]1[CH:9]=[C:8]([O:10][CH2:11][CH3:12])[N:7]=[C:6]([C:13]2[CH:18]=[CH:17][C:16]([CH:19]=O)=[CH:15][CH:14]=2)[N:5]=1)[CH3:2].ClC1C=CC(N)=CC=1.[CH3:29][C:30]1[CH:31]=[CH:32][C:33]2[O:37][C:36]([C:38]3[CH:43]=[CH:42][C:41]([CH3:44])=[CH:40][CH:39]=3)=[N:35][C:34]=2[CH:45]=1.[OH-].[K+]>CN(C)C=O.CO.O>[CH3:29][C:30]1[CH:31]=[CH:32][C:33]2[O:37][C:36]([C:38]3[CH:43]=[CH:42][C:41]([CH:44]=[CH:19][C:16]4[CH:15]=[CH:14][C:13]([C:6]5[N:7]=[C:8]([O:10][CH2:11][CH3:12])[CH:9]=[C:4]([O:3][CH2:1][CH3:2])[N:5]=5)=[CH:18][CH:17]=4)=[CH:40][CH:39]=3)=[N:35][C:34]=2[CH:45]=1 |f:3.4|. The reactants are C[N+]1([O-])CCOCC1, CCOC(C)=O, CC(C)=O, C=C1CC(C(=O)OC)C(c2ccc(Cl)cc2)C1, [O-][I+3]([O-])([O-])[O-], [Na+], C1CCOC1, O. Yields the product COC(=O)C1CC(=O)CC1c1ccc(Cl)cc1. As a reaction SMILES: [CH3:18][N+:19]1([O-:20])[CH2:21][CH2:23][O:22][CH2:24][CH2:25]1.[CH3:32][CH2:33][O:34][C:35](=[O:36])[CH3:37].[CH3:38][C:39](=[O:40])[CH3:41].[Cl:1][c:2]1[cH:3][cH:4][c:5]([CH:8]2[CH:9]([C:14](=[O:15])[O:16][CH3:17])[CH2:10][C:11](=[CH2:13])[CH2:12]2)[cH:6][cH:7]1.[I+3:26]([O-:27])([O-:28])([O-:29])[O-:30].[Na+:31].[O:43]1[CH2:44][CH2:45][CH2:46][CH2:47]1.[OH2:42]>>[Cl:1][c:2]1[cH:3][cH:4][c:5]([CH:8]2[CH:9]([C:14](=[O:15])[O:16][CH3:17])[CH2:10][C:11](=[O:22])[CH2:12]2)[cH:6][cH:7]1. The reactants are N(=O)[O-].[Na+] (sodium nitrite), ice, ClC1=CC=C(C=C2C(=CC(N2)=O)O)C=C1 (5-(4-chlorobenzylidene)-4-hydroxy-1,5-dihydropyrrol-2-one). Run in C(C)(=O)O (acetic acid). Conditions: time 30 minute. Product: ClC1=CC=C(C=C2C(C(C(N2)=O)=NO)=O)C=C1 (5-(4-Chlorobenzylidene)-pyrrolidine-2,3,4-trione 3-oxime). RXN SMILES: [N:1]([O-:3])=O.[Na+].[Cl:5][C:6]1[CH:19]=[CH:18][C:9]([CH:10]=[C:11]2[NH:15][C:14](=[O:16])[CH:13]=[C:12]2[OH:17])=[CH:8][CH:7]=1>C(O)(=O)C>[Cl:5][C:6]1[CH:7]=[CH:8][C:9]([CH:10]=[C:11]2[NH:15][C:14](=[O:16])[C:13](=[N:1][OH:3])[C:12]2=[O:17])=[CH:18][CH:19]=1 |f:0.1|. Procedure: An aqueous solution of 1.1 mmol (0.075 g) sodium nitrite was added dropwise to an ice-cooled solution of 2 mmol 5-(4-chlorobenzylidene)-4-hydroxy-1,5-dihydropyrrol-2-one (prepared in accordance with H. Poschenrieder et al (Arch. Pharm. Pharm. Med. Chem. 1998, 331, 389-394) and H.-D. Stachel et al (J. Heterocycl. Chem. 1980, vol. 17, pp. 1195-1199 and Liebigs Ann. Chem. 1985, pp. 1692-1696)) in 5 ml glacial acetic acid, while stirring. The resulting solution was then stirred at room temperature f... Product: Cc1oc(-c2ccccc2)nc1COc1ccc(CON=C(CCCCC(N)=O)c2ccccc2)cc1. Reactants: Cc1oc(-c2ccccc2)nc1COc1ccc(CON)cc1, CC(=O)O, CC(=O)[O-], CCO, [Na+], NC(=O)CCCCC(=O)c1ccccc1, O. As a reaction SMILES: [CH3:1][c:2]1[c:3]([CH2:13][O:14][c:15]2[cH:16][cH:17][c:18]([CH2:19][O:20][NH2:21])[cH:22][cH:23]2)[n:4][c:5](-[c:7]2[cH:8][cH:9][cH:10][cH:11][cH:12]2)[o:6]1.[CH3:39][C:40](=[O:41])[OH:42].[CH3:44][C:45](=[O:46])[O-:47].[CH3:49][CH2:50][OH:51].[Na+:43].[O:24]=[C:25]([CH2:26][CH2:27][CH2:28][CH2:29][C:30](=[O:31])[NH2:32])[c:33]1[cH:34][cH:35][cH:36][cH:37][cH:38]1.[OH2:48]>>[CH3:1][c:2]1[c:3]([CH2:13][O:14][c:15]2[cH:16][cH:17][c:18]([CH2:19][O:20][N:21]=[C:25]([CH2:26][CH2:27][CH2:28][CH2:29][C:30](=[O:31])[NH2:32])[c:33]3[cH:34][cH:35][cH:36][cH:37][cH:38]3)[cH:22][cH:23]2)[n:4][c:5](-[c:7]2[cH:8][cH:9][cH:10][cH:11][cH:12]2)[o:6]1.